From a dataset of the Open Reaction Database (ORD), a public repository of structured organic reaction records. describe an organic reaction: reactants, conditions, products, and yield Reported procedure: To a mixture of nitric acid (0.4 ml) and concentrated sulfuric acid (3 ml) was added benzyldiethylphosphine oxide (1.05 g) at 0° C., and the mixture was stirred at 50° C. for 1 hour. The reaction mixture was added to ice-water, and ammonia solution was added to the solution to neutralize the solution, which was extracted with ethyl acetate. The organic layer was washed with saturated sodium chloride solution, dried with magnesium sulfate and concentrated. The residue was separated and purified w... Conditions: temperature 50 celsius, time 1 hour. Reactants: [N+](=O)(O)[O-] (nitric acid), S(O)(O)(=O)=O (sulfuric acid), ice water, N (ammonia), C(C1=CC=CC=C1)P(CC)(CC)=O (benzyldiethylphosphine oxide). Reaction SMILES: [N+:1]([O-:4])(O)=[O:2].S(=O)(=O)(O)O.[CH2:10]([P:17](=[O:22])([CH2:20][CH3:21])[CH2:18][CH3:19])[C:11]1[CH:16]=[CH:15][CH:14]=[CH:13][CH:12]=1.N>>[N+:1]([C:14]1[CH:15]=[CH:16][C:11]([CH2:10][P:17](=[O:22])([CH2:18][CH3:19])[CH2:20][CH3:21])=[CH:12][CH:13]=1)([O-:4])=[O:2]. Yields the product [N+](=O)([O-])C1=CC=C(CP(CC)(CC)=O)C=C1 (4-nitrobenzyldiethylphosphine oxide). Reactants: O=C([O-])O, OCc1c(-c2c(Cl)cccc2Cl)noc1C1CC1, ClCCl, [Na+], BrP(Br)Br. Product: Clc1cccc(Cl)c1-c1noc(C2CC2)c1CBr. RXN SMILES: [C:23](=[O:24])([OH:25])[O-:26].[CH:1]1([c:4]2[c:5]([CH2:17][OH:18])[c:6](-[c:9]3[c:10]([Cl:16])[cH:11][cH:12][cH:13][c:14]3[Cl:15])[n:7][o:8]2)[CH2:2][CH2:3]1.[Cl:28][CH2:29][Cl:30].[Na+:27].[P:19]([Br:20])([Br:21])[Br:22]>>[CH:1]1([c:4]2[c:5]([CH2:17][Br:20])[c:6](-[c:9]3[c:10]([Cl:16])[cH:11][cH:12][cH:13][c:14]3[Cl:15])[n:7][o:8]2)[CH2:2][CH2:3]1. Starting materials: Cl (hydrogen chloride), C(N)(O)=O.N1CCCCC1 (piperidine carbamate). The solvent is C(C)OCC (diethyl ether). Run at time 8 hour. The product is Cl.C(N)(O)=O.N1CCCCC1 (racemic piperidine carbamate hydrochloride salt). As a reaction SMILES: [ClH:1].[C:2](=[O:5])([OH:4])[NH2:3].[NH:6]1[CH2:11][CH2:10][CH2:9][CH2:8][CH2:7]1>C(OCC)C>[ClH:1].[C:2](=[O:4])([OH:5])[NH2:3].[NH:6]1[CH2:11][CH2:10][CH2:9][CH2:8][CH2:7]1 |f:1.2,4.5.6|. Procedure: With vigorous stirring hydrogen chloride in diethyl ether (about 1.4 parts by mole) was slowly added to a solution of piperidine carbamate (about 1.0 part by mole). The mixture was allowed to stir for about 8 hours before filtering and washing with diethyl ether. The white solid was further washed with dichloromethane and diethyl ether (about 1.1 ratio by volume) to remove impurities and was subsequently dried under vacuum to obtain the racemic piperidine carbamate hydrochloride salt as a white ... The reactants are C1(CCCCC1)=O (cyclohexanone), C(C)(=O)O[BH-](OC(C)=O)OC(C)=O.[Na+] (sodiumtriacetoxyborohydride), C(C)OC(C(CC(C)C)C=1C=C(C=C(C1)C1CCNCC1)C1=CC=C(C=C1)C(F)(F)F)=O (4-methyl-2-(5-piperidin-4-yl-4′-trifluoromethyl-biphenyl-3-yl)-pentanoic acid ethyl ester), methyl ester. Solvent: ClCCCl (1,2-dichloroethane). Run at time 14 hour. Yields the product C(C)OC(C(CC(C)C)C=1C=C(C=C(C1)C1CCN(CC1)C1CCCCC1)C1=CC=C(C=C1)C(F)(F)F)=O (2-[5-(1-cyclohexyl-piperidin-4-yl)-4′-trifluoromethyl-biphenyl-3-yl]-4-methyl-pentanoic acid ethyl ester), methyl ester. Reaction SMILES: [CH2:1]([O:3][C:4](=[O:32])[CH:5]([C:10]1[CH:11]=[C:12]([C:22]2[CH:27]=[CH:26][C:25]([C:28]([F:31])([F:30])[F:29])=[CH:24][CH:23]=2)[CH:13]=[C:14]([CH:16]2[CH2:21][CH2:20][NH:19][CH2:18][CH2:17]2)[CH:15]=1)[CH2:6][CH:7]([CH3:9])[CH3:8])[CH3:2].[C:33]1(=O)[CH2:38][CH2:37][CH2:36][CH2:35][CH2:34]1.C(O[BH-](OC(=O)C)OC(=O)C)(=O)C.[Na+]>ClCCCl>[CH2:1]([O:3][C:4](=[O:32])[CH:5]([C:10]1[CH:11]=[C:12]([C:22]2[CH:27]=[CH:26][C:25]([C:28]([F:29])([F:30])[F:31])=[CH:24][CH:23]=2)[CH:13]=[C:14]([CH:16]2[CH2:17][CH2:18][N:19]([CH:33]3[CH2:38][CH2:37][CH2:36][CH2:35][CH2:34]3)[CH2:20][CH2:21]2)[CH:15]=1)[CH2:6][CH:7]([CH3:9])[CH3:8])[CH3:2] |f:2.3|. Procedure details: To a solution of a mixture of 4-methyl-2-(5-piperidin-4-yl-4′-trifluoromethyl-biphenyl-3-yl)-pentanoic acid ethyl ester and methyl ester (68b) (55 mg, 0.12 mmol) in 1,2-dichloroethane (1.0 mL) was added cyclohexanone (0.014 mL, 0.14 mmol) and sodiumtriacetoxyborohydride (33 mg, 0.16 mmol). The mixture was stirred for 14 h at room temperature. The reaction was quenched with water and extracted with dichloromethane. The organic was washed with saturated aqueous NaHCO3 solution and brine. The organ...